From a dataset of the Open Reaction Database (ORD), a public repository of structured organic reaction records. describe an organic reaction: reactants, conditions, products, and yield The reactants are N#Cc1cnn(-c2ncc(C(F)(F)F)cc2Cl)c1C=CC(=O)O, [Cl-], N, C1CCOC1, O. Product: N#Cc1cnn(-c2ncc(C(F)(F)F)cc2Cl)c1C=CC(N)=O. Reaction SMILES: [C:3](#[N:4])[c:5]1[cH:6][n:7][n:8](-[c:15]2[n:16][cH:17][c:18]([C:22]([F:23])([F:24])[F:25])[cH:19][c:20]2[Cl:21])[c:9]1[CH:10]=[CH:11][C:12](=[O:13])[OH:14].[Cl-:2].[NH3:1].[O:26]1[CH2:27][CH2:28][CH2:29][CH2:30]1.[OH2:31]>>[NH2:1][C:12]([CH:11]=[CH:10][c:9]1[c:5]([C:3]#[N:4])[cH:6][n:7][n:8]1-[c:15]1[n:16][cH:17][c:18]([C:22]([F:23])([F:24])[F:25])[cH:19][c:20]1[Cl:21])=[O:13]. The reactants are N1=CC=CC=C1 (pyridine), C(C)OC(CC([C@H](NC(=O)OCC1=CC=CC=C1)C(N)=O)=C=O)=O (N-carbobenzoxy-carbonyl-L-isoglutamine ethyl ester), FC(C(=O)OC(C(F)(F)F)=O)(F)F (trifluoroacetic anhydride). The solvent is O1CCCC1 (tetrahydrofuran), O1CCCC1 (tetrahydrofuran). Run at time 2 hour. Yields the product C(=O)(OCC1=CC=CC=C1)NC(CCC(=O)OCC)C#N (ethyl γ-(N-carbobenzoxy)amino-γ-cyanobutanoate). Isolated yield 79.5%. As a reaction SMILES: [CH2:1]([O:3][C:4](=[O:24])[CH2:5][C:6](=C=O)[C@@H:7]([C:19](=O)[NH2:20])[NH:8][C:9]([O:11][CH2:12][C:13]1[CH:18]=[CH:17][CH:16]=[CH:15][CH:14]=1)=[O:10])[CH3:2].N1C=CC=CC=1.FC(F)(F)C(OC(=O)C(F)(F)F)=O>O1CCCC1>[C:9]([NH:8][CH:7]([C:19]#[N:20])[CH2:6][CH2:5][C:4]([O:3][CH2:1][CH3:2])=[O:24])([O:11][CH2:12][C:13]1[CH:18]=[CH:17][CH:16]=[CH:15][CH:14]=1)=[O:10]. Reported procedure: To a suspension of 21.45 g of N-carbobenzoxy-carbonyl-L-isoglutamine ethyl ester in 200 mL of dry tetrahydrofuran kept at 0° C. to -5° C. in an ice-bath 11.82 mL of pyridine is added. To the above solution 9.84 mL of trifluoroacetic anhydride in 100 mL of tetrahydrofuran is added dropwise at such a rate that the bath temperatue is maintained. The solution is stirred for 2 hours at this temperature. The solution is evaporated to dryness and the oil is dissolved in ethyl acetate. The organic layer... The reactants are O=C([O-])[O-], Clc1nc2ccccc2nc1Cl, NS(=O)(=O)c1ccc(Cl)cc1, [K+], [K+], N#N, CN(C)C=O. The product is O=S(=O)(Nc1nc2ccccc2nc1Cl)c1ccc(Cl)cc1. RXN SMILES: [C:12](=[O:13])([O-:14])[O-:15].[Cl:18][c:19]1[n:20][c:21]2[cH:22][cH:23][cH:24][cH:25][c:26]2[n:27][c:28]1[Cl:29].[Cl:1][c:2]1[cH:3][cH:4][c:5]([S:8](=[O:9])(=[O:10])[NH2:11])[cH:6][cH:7]1.[K+:16].[K+:17].[N:30]#[N:31].[O:32]=[CH:33][N:34]([CH3:35])[CH3:36]>>[Cl:1][c:2]1[cH:3][cH:4][c:5]([S:8](=[O:9])(=[O:10])[NH:11][c:28]2[c:19]([Cl:18])[n:20][c:21]3[cH:22][cH:23][cH:24][cH:25][c:26]3[n:27]2)[cH:6][cH:7]1. Starting materials: Cc1ccccc1, CCOC(C)=O, CC(C)c1cc(C(C)C)c(-c2ccccc2P(C2CCCCC2)C2CCCCC2)c(C(C)C)c1, COC(=O)c1ccnc(Cl)c1, [K+], [K+], [K+], Nc1ccccn1, O=C(C=Cc1ccccc1)C=Cc1ccccc1, O=C(C=Cc1ccccc1)C=Cc1ccccc1, O=C(C=Cc1ccccc1)C=Cc1ccccc1, O=P([O-])([O-])[O-], [Pd], [Pd]. RXN SMILES: [CH3:61][c:62]1[cH:63][cH:64][cH:65][cH:66][cH:67]1.[CH3:68][CH2:69][O:70][C:71](=[O:72])[CH3:73].[CH:19]1([P:20]([CH:21]2[CH2:22][CH2:23][CH2:24][CH2:25][CH2:26]2)[c:27]2[cH:28][cH:29][cH:30][cH:31][c:32]2-[c:33]2[c:34]([CH:35]([CH3:36])[CH3:37])[cH:38][c:39]([CH:40]([CH3:41])[CH3:42])[cH:43][c:44]2[CH:45]([CH3:46])[CH3:47])[CH2:48][CH2:49][CH2:50][CH2:51][CH2:52]1.[Cl:1][c:2]1[cH:3][c:4]([C:5](=[O:6])[O:7][CH3:8])[cH:9][cH:10][n:11]1.[K+:58].[K+:59].[K+:60].[NH2:12][c:13]1[n:14][cH:15][cH:16][cH:17][cH:18]1.[O:112]=[C:113]([CH:114]=[CH:115][c:116]1[cH:117][cH:118][cH:119][cH:120][cH:121]1)[CH:122]=[CH:123][c:124]1[cH:125][cH:126][cH:127][cH:128][cH:129]1.[O:76]=[C:77]([CH:78]=[CH:79][c:80]1[cH:81][cH:82][cH:83][cH:84][cH:85]1)[CH:86]=[CH:87][c:88]1[cH:89][cH:90][cH:91][cH:92][cH:93]1.[O:94]=[C:95]([CH:96]=[CH:97][c:98]1[cH:99][cH:100][cH:101][cH:102][cH:103]1)[CH:104]=[CH:105][c:106]1[cH:107][cH:108][cH:109][cH:110][cH:111]1.[P:53]([O-:54])([O-:55])([O-:56])=[O:57].[Pd:74].[Pd:75]>>[c:2]1([NH:12][c:13]2[n:14][cH:15][cH:16][cH:17][cH:18]2)[cH:3][c:4]([C:5](=[O:6])[O:7][CH3:8])[cH:9][cH:10][n:11]1. The product is COC(=O)c1ccnc(Nc2ccccn2)c1. Reactants: Cl (HCl), C(C)(C)(C)C1=CC=C(C=C1)C=1C=C2C(=C(N(C2=CC1)C1=CC=C(C=C1)OC(C)C)C(=O)O)CN(C)CC(=O)OCC (5-(4-tert-Butylphenyl)-3-[(ethoxycarbonylmethylmethylamino)methyl]-1-(4-isopropoxyphenyl)indole-2-carboxylic acid). The solvent is O1CCOCC1 (dioxane). Yields the product [Cl-].C(C)(C)(C)C1=CC=C(C=C1)C=1C=C2C(=C(N(C2=CC1)C1=CC=C(C=C1)OC(C)C)C(=O)O)C[NH+](C)CC(=O)O ([5-(4-tert-Butylphenyl)-2-carboxy-1-(4-isopropoxyphenyl)indol-3-ylmethyl]-carboxymethylmethylammonium chloride). Reaction SMILES: [ClH:1].[C:2]([C:6]1[CH:11]=[CH:10][C:9]([C:12]2[CH:13]=[C:14]3[C:18](=[CH:19][CH:20]=2)[N:17]([C:21]2[CH:26]=[CH:25][C:24]([O:27][CH:28]([CH3:30])[CH3:29])=[CH:23][CH:22]=2)[C:16]([C:31]([OH:33])=[O:32])=[C:15]3[CH2:34][N:35]([CH2:37][C:38]([O:40]CC)=[O:39])[CH3:36])=[CH:8][CH:7]=1)([CH3:5])([CH3:4])[CH3:3]>O1CCOCC1>[Cl-:1].[C:2]([C:6]1[CH:7]=[CH:8][C:9]([C:12]2[CH:13]=[C:14]3[C:18](=[CH:19][CH:20]=2)[N:17]([C:21]2[CH:26]=[CH:25][C:24]([O:27][CH:28]([CH3:30])[CH3:29])=[CH:23][CH:22]=2)[C:16]([C:31]([OH:33])=[O:32])=[C:15]3[CH2:34][NH+:35]([CH2:37][C:38]([OH:40])=[O:39])[CH3:36])=[CH:10][CH:11]=1)([CH3:4])([CH3:5])[CH3:3] |f:3.4|. Procedure: An excess of HCl (4 M in dioxane) was added to a suspension of 5-(4-tert-butylphenyl)-3-[(ethoxycarbonylmethylmethyl-amino)methyl]-1-(4-isopropoxyphenyl)indole-2-carboxylic acid ethyl ester (189 mg, 0.35 mmol; see step (e) above) in dioxane (4 mL). After 10 min the mixture was concentrated and the residue treated with Et2O and filtered to give the title compound.